From a dataset of the Open Reaction Database (ORD), a public repository of structured organic reaction records. describe an organic reaction: reactants, conditions, products, and yield Starting materials: NC=1C(=CC(=C(C1)C=1C(N(C2=CC(=NC=C2C1)NCCSC)CC)=O)Cl)F (3-(5-amino-2-chloro-4-fluorophenyl)-1-ethyl-7-(2-(methylthio)ethylamino)-1,6-naphthyridin-2(1H)-one), C1(=CC=CC=C1)N=C=O (phenyl isocyanate). Run in C(Cl)Cl (DCM). Run at time 8 hour. Yields the product ClC1=CC(=C(C=C1C=1C(N(C2=CC(=NC=C2C1)NCCSC)CC)=O)NC(=O)NC1=CC=CC=C1)F (1-(4-chloro-5-(1-ethyl-7-(2-(methylthio)ethylamino)-2-oxo-1,2-dihydro-1,6-naphthyridin-3-yl)-2-fluorophenyl)-3-phenylurea). Yield: 38.4%. Reaction SMILES: [NH2:1][C:2]1[C:3]([F:27])=[CH:4][C:5]([Cl:26])=[C:6]([C:8]2[C:9](=[O:25])[N:10]([CH2:23][CH3:24])[C:11]3[C:16]([CH:17]=2)=[CH:15][N:14]=[C:13]([NH:18][CH2:19][CH2:20][S:21][CH3:22])[CH:12]=3)[CH:7]=1.[C:28]1([N:34]=[C:35]=[O:36])[CH:33]=[CH:32][CH:31]=[CH:30][CH:29]=1>C(Cl)Cl>[Cl:26][C:5]1[C:6]([C:8]2[C:9](=[O:25])[N:10]([CH2:23][CH3:24])[C:11]3[C:16]([CH:17]=2)=[CH:15][N:14]=[C:13]([NH:18][CH2:19][CH2:20][S:21][CH3:22])[CH:12]=3)=[CH:7][C:2]([NH:1][C:35]([NH:34][C:28]2[CH:33]=[CH:32][CH:31]=[CH:30][CH:29]=2)=[O:36])=[C:3]([F:27])[CH:4]=1. Procedure details: To a solution of 3-(5-amino-2-chloro-4-fluorophenyl)-1-ethyl-7-(2-(methylthio)ethylamino)-1,6-naphthyridin-2(1H)-one (400 mg, 0.99 mmol) in DCM (20 mL) was added phenyl isocyanate (200 mg, 1.68 mmol) and the mixture was stirred overnight. The reaction mixture was quenched with MeOH and concentrated under reduced pressure. The residue was washed with Et2O to give 1-(4-chloro-5-(1-ethyl-7-(2-(methylthio)ethylamino)-2-oxo-1,2-dihydro-1,6-naphthyridin-3-yl)-2-fluorophenyl)-3-phenylurea (200 mg, 39% ...